Dataset: the Open Reaction Database (ORD), a public repository of structured organic reaction records. Task: describe an organic reaction: reactants, conditions, products, and yield Reactants: CC1=CC(=NC(=N1)SCC1=C(N=CS1)C)O (6-methyl-2-{[(4-methyl-1,3-thiazol-5-yl)methyl]sulfanyl}pyrimidin-4-ol), Cl.O1CCOCC1 (HCl dioxane). Solvent: CO (MeOH). Yields the product Cl.CC1=CC(=NC(=N1)SCC1=C(N=CS1)C)O (6-methyl-2-{[(4-methyl-1,3-thiazol-5-yl)methyl]sulfanyl}pyrimidin-4-ol hydrochloride). Yield: 36.7%. RXN SMILES: [CH3:1][C:2]1[N:7]=[C:6]([S:8][CH2:9][C:10]2[S:14][CH:13]=[N:12][C:11]=2[CH3:15])[N:5]=[C:4]([OH:16])[CH:3]=1.[ClH:17].O1CCOCC1>CO>[ClH:17].[CH3:1][C:2]1[N:7]=[C:6]([S:8][CH2:9][C:10]2[S:14][CH:13]=[N:12][C:11]=2[CH3:15])[N:5]=[C:4]([OH:16])[CH:3]=1 |f:1.2,4.5|. Procedure: To a mixture of 6-methyl-2-{[(4-methyl-1,3-thiazol-5-yl)methyl]sulfanyl}pyrimidin-4-ol (500 mg, 2.0 mmol) in MeOH (5 mL) was added 4 M HCl/dioxane (2 mL, 8.0 mmol). The solution was evaporated and dried in vacuo, affording the title compound (213 mg, 99% yield); 1H NMR (400 MHz, DMSO-d6): δ 2.26 (s, 3H), 2.44 (s, 3H), 4.58 (s, 2H), 6.08 (s, 1H), 9.10 (s, 1H); M+ 254. Starting materials: BrC1=CC=C(C=C1)C(CCC(=O)OC)=O (4-(4′-bromo-phenyl)-4-oxo-butyric acid, methyl ester), C([O-])([O-])=O.[Na+].[Na+] (sodium carbonate), FC(C1=CC=C(C=C1)B(O)O)(F)F ((4-trifluoromethyl-phenyl)boronic acid). The reagents and catalysts are C=1C=CC(=CC1)[P](C=2C=CC=CC2)(C=3C=CC=CC3)[Pd]([P](C=4C=CC=CC4)(C=5C=CC=CC5)C=6C=CC=CC6)([P](C=7C=CC=CC7)(C=8C=CC=CC8)C=9C=CC=CC9)[P](C=1C=CC=CC1)(C=1C=CC=CC1)C=1C=CC=CC1 (tetrakis(triphenylphosphine)palladium(0)). The solvent is C1(=CC=CC=C1)C (toluene). Product: O=C(CCC(=O)OC)C1=CC=C(C=C1)C1=CC=C(C=C1)C(F)(F)F (4-oxo-4-(4′-trifluoromethyl-biphenyl-4-yl)-butyric acid, methyl ester). Yield: 84.4%. As a reaction SMILES: [F:1][C:2]([F:13])([F:12])[C:3]1[CH:8]=[CH:7][C:6](B(O)O)=[CH:5][CH:4]=1.Br[C:15]1[CH:20]=[CH:19][C:18]([C:21](=[O:28])[CH2:22][CH2:23][C:24]([O:26][CH3:27])=[O:25])=[CH:17][CH:16]=1.C(=O)([O-])[O-].[Na+].[Na+]>C1(C)C=CC=CC=1.C1C=CC([P]([Pd]([P](C2C=CC=CC=2)(C2C=CC=CC=2)C2C=CC=CC=2)([P](C2C=CC=CC=2)(C2C=CC=CC=2)C2C=CC=CC=2)[P](C2C=CC=CC=2)(C2C=CC=CC=2)C2C=CC=CC=2)(C2C=CC=CC=2)C2C=CC=CC=2)=CC=1>[O:28]=[C:21]([C:18]1[CH:19]=[CH:20][C:15]([C:6]2[CH:7]=[CH:8][C:3]([C:2]([F:13])([F:12])[F:1])=[CH:4][CH:5]=2)=[CH:16][CH:17]=1)[CH2:22][CH2:23][C:24]([O:26][CH3:27])=[O:25] |f:2.3.4,^1:45,47,66,85|. Procedure: In a manner similar to Example 12, Step (b), (4-trifluoromethyl-phenyl)boronic acid (1.285 g, 0.00676 mol) was allowed to react with 4-(4′-bromo-phenyl)-4-oxo-butyric acid, methyl ester (1.356 g, 0.00500 mol) in the presence of tetrakis(triphenylphosphine)palladium(0) (0.173 g, 0.000150 mol) and 2.0 M aqueous sodium carbonate (5.0 mL, 0.010 mol) in toluene (10 mL) to give, after chromatography on silica gel (270 g, 230-400 mesh), eluting with chloroform to give 1.42 g of 4-oxo-4-(4′-trifluoromet... Reactants: C(C)(C)(C)N1N=CC(=C1C1=CC=C(C=C1)F)C=1SC=C(N1)CC(=O)O (2-(2-(1-tert-butyl-5-(4-fluorophenyl)-1H-pyrazol-4-yl)thiazol-4-yl)acetic acid), O1CCN(CC1)CCCN (3-morpholinopropan-1-amine). Yields the product C(C)(C)(C)N1N=CC(=C1C1=CC=C(C=C1)F)C=1SC=C(N1)CC(=O)NCCCN1CCOCC1 (2-{2-[1-tert-butyl-5-(4-fluorophenyl)-1H-pyrazol-4-yl]-1,3-thiazol-4-yl}-N-(3-morpholin-4-ylpropyl)acetamide). As a reaction SMILES: [C:1]([N:5]1[C:9]([C:10]2[CH:15]=[CH:14][C:13]([F:16])=[CH:12][CH:11]=2)=[C:8]([C:17]2[S:18][CH:19]=[C:20]([CH2:22][C:23](O)=[O:24])[N:21]=2)[CH:7]=[N:6]1)([CH3:4])([CH3:3])[CH3:2].[O:26]1[CH2:31][CH2:30][N:29]([CH2:32][CH2:33][CH2:34][NH2:35])[CH2:28][CH2:27]1>>[C:1]([N:5]1[C:9]([C:10]2[CH:15]=[CH:14][C:13]([F:16])=[CH:12][CH:11]=2)=[C:8]([C:17]2[S:18][CH:19]=[C:20]([CH2:22][C:23]([NH:35][CH2:34][CH2:33][CH2:32][N:29]3[CH2:30][CH2:31][O:26][CH2:27][CH2:28]3)=[O:24])[N:21]=2)[CH:7]=[N:6]1)([CH3:2])([CH3:3])[CH3:4]. Procedure: Using 2-(2-(1-tert-butyl-5-(4-fluorophenyl)-1H-pyrazol-4-yl)thiazol-4-yl)acetic acid and 3-morpholinopropan-1-amine and by reaction and purification in the same manner as in the method described in Example 1, step 7, the title compound was obtained.